From a dataset of the Open Reaction Database (ORD), a public repository of structured organic reaction records. describe an organic reaction: reactants, conditions, products, and yield The reactants are CCCCC1C(C(CCC(CCCC(CCCC(/C(=C/C(C(CC(CC(CC(CC(CCCC/C(=C/C(C(OC1=O)C(C)C(CCCNC(=N)N)O)C)/C)O)O)O)O)O)O[C@@H]2[C@H]([C@@H]([C@H](O2)CO)O)O)/C)O)O)O)C)O.S(=O)(=O)([O-])[O-] (primycin sulfate), C(CCCCCCCCCCCCCCC)(=O)O (palmitic acid), O (water), C(CCCCCCCCCCCCCCC)(=O)O (palmitic acid), C(CCCCCCCCCCCCCCC)(=O)[O-].[Ba+2].C(CCCCCCCCCCCCCCC)(=O)[O-] (barium palmitate). Run in CO (methanol), CO (methanol). Yields the product CCCCC1C(C(CCC(CCCC(CCCC(/C(=C/C(C(CC(CC(CC(CC(CCCC/C(=C/C(C(OC1=O)C(C)C(CCCNC(=N)N)O)C)/C)O)O)O)O)O)O[C@@H]2[C@H]([C@@H]([C@H](O2)CO)O)O)/C)O)O)O)C)O.C(CCCCCCCCCCCCCCC)(=O)[O-] (primycin palmitate). Isolated yield 82.8%. As a reaction SMILES: [C:1]([OH:18])(=[O:17])[CH2:2][CH2:3][CH2:4][CH2:5][CH2:6][CH2:7][CH2:8][CH2:9][CH2:10][CH2:11][CH2:12][CH2:13][CH2:14][CH2:15][CH3:16].O.[CH3:20][CH2:21][CH2:22][CH2:23][CH:24]1[C:59](=[O:60])[O:58][CH:57]([CH:61]([CH:63]([OH:71])[CH2:64][CH2:65][CH2:66][NH:67][C:68]([NH2:70])=[NH:69])[CH3:62])[CH:56]([CH3:72])[CH:55]=[C:54]([CH3:73])[CH2:53][CH2:52][CH2:51][CH2:50][CH:49]([OH:74])[CH2:48][CH:47]([OH:75])[CH2:46][CH:45]([OH:76])[CH2:44][CH:43]([OH:77])[CH2:42][CH:41]([OH:78])[CH:40]([O:79][C@H:80]2[O:84][C@H:83]([CH2:85][OH:86])[C@@H:82]([OH:87])[C@@H:81]2[OH:88])[CH:39]=[C:38]([CH3:89])[CH:37]([OH:90])[CH2:36][CH2:35][CH2:34][CH:33]([OH:91])[CH2:32][CH2:31][CH2:30][CH:29]([OH:92])[CH2:28][CH2:27][CH:26]([CH3:93])[CH:25]1[OH:94].S([O-])([O-])(=O)=O.C([O-])(=O)CCCCCCCCCCCCCCC.[Ba+2].C([O-])(=O)CCCCCCCCCCCCCCC>CO>[CH3:20][CH2:21][CH2:22][CH2:23][CH:24]1[C:59](=[O:60])[O:58][CH:57]([CH:61]([CH:63]([OH:71])[CH2:64][CH2:65][CH2:66][NH:67][C:68]([NH2:70])=[NH:69])[CH3:62])[CH:56]([CH3:72])[CH:55]=[C:54]([CH3:73])[CH2:53][CH2:52][CH2:51][CH2:50][CH:49]([OH:74])[CH2:48][CH:47]([OH:75])[CH2:46][CH:45]([OH:76])[CH2:44][CH:43]([OH:77])[CH2:42][CH:41]([OH:78])[CH:40]([O:79][C@H:80]2[O:84][C@H:83]([CH2:85][OH:86])[C@@H:82]([OH:87])[C@@H:81]2[OH:88])[CH:39]=[C:38]([CH3:89])[CH:37]([OH:90])[CH2:36][CH2:35][CH2:34][CH:33]([OH:91])[CH2:32][CH2:31][CH2:30][CH:29]([OH:92])[CH2:28][CH2:27][CH:26]([CH3:93])[CH:25]1[OH:94].[C:1]([O-:18])(=[O:17])[CH2:2][CH2:3][CH2:4][CH2:5][CH2:6][CH2:7][CH2:8][CH2:9][CH2:10][CH2:11][CH2:12][CH2:13][CH2:14][CH2:15][CH3:16] |f:2.3,4.5.6,8.9|. Procedure: 0.22 g (0.887 millimoles) of palmitic acid are dissolved in 15 ml of methanol and so much water is added dropwise to the solution that the palmitic acid should not precipitate. To the solution thus obtained 2.51 ml of a saturated barium hydroxide solution are added. The precipitated barium salt is filtered and added to a suspension of of 1.0 g (0.887 millimoles) of primycin sulfate and 120 ml of methanol. The reaction mixture is heated to boiling for an hour whereby the barium palmitate is disso... The reactants are CC(C)(C)[Si](C)(C)OCCC1OCCc2cc(N3CCCS3(=O)=O)ccc21, NC(=O)c1ccc2c(c1)CCOC2CCO. Product: O=S1(=O)CCCN1c1ccc2c(c1)CCOC2CCO. RXN SMILES: [C:1]([Si:2]([CH3:3])([CH3:4])[O:6][CH2:7][CH2:8][CH:9]1[O:10][CH2:11][CH2:12][c:13]2[c:14]1[cH:15][cH:16][c:17]([N:19]1[S:20](=[O:24])(=[O:25])[CH2:21][CH2:22][CH2:23]1)[cH:18]2)([CH3:5])([CH3:26])[CH3:27].[OH:28][CH2:29][CH2:30][CH:31]1[c:32]2[cH:33][cH:34][c:35]([C:36]([NH2:37])=[O:38])[cH:39][c:40]2[CH2:41][CH2:42][O:43]1>>[OH:6][CH2:7][CH2:8][CH:9]1[O:10][CH2:11][CH2:12][c:13]2[c:14]1[cH:15][cH:16][c:17]([N:19]1[S:20](=[O:24])(=[O:25])[CH2:21][CH2:22][CH2:23]1)[cH:18]2. Reactants: BrC1=NC=CC(=C1)OCC (2-bromo-4-ethoxy-pyridine), C([O-])([O-])=O.[K+].[K+] (potassium carbonate), NC(CN(C(=O)C1=CC=C2C(=CN(C2=C1)C1=NC=C(C=N1)Br)SC)C)=O (N-(2-amino-2-oxo ethyl)-1-(5-bromopyrimidin-2-yl)-N-methyl-3-(methylthio)-1H-indole-6-carboxamide), B1(OC(C(O1)(C)C)(C)C)B2OC(C(O2)(C)C)(C)C (bis(pinacolato)diboron), C(C)(=O)[O-].[K+] (potassium acetate). The product is NC(CN(C(=O)C1=CC=C2C(=CN(C2=C1)C1=NC=C(C=N1)C1=NC=CC(=C1)OC)SC)C)=O (N-(2-Amino-2-oxoethyl)-1-(5-(4-methoxypyridin-2-yl)pyrimidin-2-yl)-N-methyl-3-(methylthio)-1H-indole-6-carboxamide). Reagents/catalysts: C=1C=CC(=CC1)[P](C=2C=CC=CC2)(C=3C=CC=CC3)[Pd]([P](C=4C=CC=CC4)(C=5C=CC=CC5)C=6C=CC=CC6)([P](C=7C=CC=CC7)(C=8C=CC=CC8)C=9C=CC=CC9)[P](C=1C=CC=CC1)(C=1C=CC=CC1)C=1C=CC=CC1 (tetrakis(triphenylphosphine)palladium(0)), C1=CC=C(C=C1)P([C-]2C=CC=C2)C3=CC=CC=C3.C1=CC=C(C=C1)P([C-]2C=CC=C2)C3=CC=CC=C3.Cl[Pd]Cl.[Fe+2] (PdCl2(dppf)). Reaction conditions: temperature 110 celsius, time 1 hour. Reaction SMILES: [NH2:1][C:2](=[O:26])[CH2:3][N:4]([CH3:25])[C:5]([C:7]1[CH:15]=[C:14]2[C:10]([C:11]([S:23][CH3:24])=[CH:12][N:13]2[C:16]2[N:21]=[CH:20][C:19](Br)=[CH:18][N:17]=2)=[CH:9][CH:8]=1)=[O:6].B1(B2OC(C)(C)C(C)(C)O2)OC(C)(C)C(C)(C)O1.C([O-])(=O)C.[K+].Br[C:51]1[CH:56]=[C:55]([O:57][CH2:58]C)[CH:54]=[CH:53][N:52]=1.C(=O)([O-])[O-].[K+].[K+]>O1CCOCC1.C1C=CC(P(C2C=CC=CC=2)[C-]2C=CC=C2)=CC=1.C1C=CC(P(C2C=CC=CC=2)[C-]2C=CC=C2)=CC=1.Cl[Pd]Cl.[Fe+2].C1C=CC([P]([Pd]([P](C2C=CC=CC=2)(C2C=CC=CC=2)C2C=CC=CC=2)([P](C2C=CC=CC=2)(C2C=CC=CC=2)C2C=CC=CC=2)[P](C2C=CC=CC=2)(C2C=CC=CC=2)C2C=CC=CC=2)(C2C=CC=CC=2)C2C=CC=CC=2)=CC=1>[NH2:1][C:2](=[O:26])[CH2:3][N:4]([CH3:25])[C:5]([C:7]1[CH:15]=[C:14]2[C:10]([C:11]([S:23][CH3:24])=[CH:12][N:13]2[C:16]2[N:21]=[CH:20][C:19]([C:51]3[CH:56]=[C:55]([O:57][CH3:58])[CH:54]=[CH:53][N:52]=3)=[CH:18][N:17]=2)=[CH:9][CH:8]=1)=[O:6] |f:2.3,5.6.7,9.10.11.12,^1:115,117,136,155|. The solvent is O1CCOCC1 (dioxane). Reported procedure: PdCl2(dppf) (0.094 g, 0.115 mmol) was added under an argon atmosphere to a suspension of N-(2-amino-2-oxo ethyl)-1-(5-bromopyrimidin-2-yl)-N-methyl-3-(methylthio)-1H-indole-6-carboxamide (1.0 g, 2.3 mmol), bis(pinacolato)diboron (0.655 g, 2.58 mmol) and potassium acetate (0.68 g, 6.91 mmol) in dioxane (40 mL) and the mixture was stirred at 110° C. for 1 h. After cooling to room temperature, 2-bromo-4-ethoxy-pyridine (0.65 g, 3.45 mmol), a 2M potassium carbonate solution (8.0 mL) and tetrakis(tri... Yields the product NC1=C2C(C(=CN(C2=C(C(=C1F)NC)Cl)C1=NC(=C(C=C1F)F)N)C(=O)O)=O (5-Amino-1-(6-amino-3,5-difluoropyridin-2-yl)-8-chloro-6-fluoro-7-methylamino-4-oxo-1,4-dihydroquinoline-3-carboxylic Acid). The reactants are NC1=C2C(C(=CN(C2=C(C(=C1F)F)Cl)C1=NC(=C(C=C1F)F)N)C(=O)O)=O (5-Amino-1-(6-amino-3,5-difluoropyridin-2-yl)-8-chloro-6,7-difluoro-4-oxo-1,4-dihydroquinoline-3-carboxylic acid), aqueous solution, CN (methylamine). Reaction SMILES: [NH2:1][C:2]1[C:11]([F:12])=[C:10](F)[C:9]([Cl:14])=[C:8]2[C:3]=1[C:4](=[O:27])[C:5]([C:24]([OH:26])=[O:25])=[CH:6][N:7]2[C:15]1[C:20]([F:21])=[CH:19][C:18]([F:22])=[C:17]([NH2:23])[N:16]=1.[CH3:28][NH2:29]>N1C=CC=CC=1>[NH2:1][C:2]1[C:11]([F:12])=[C:10]([NH:29][CH3:28])[C:9]([Cl:14])=[C:8]2[C:3]=1[C:4](=[O:27])[C:5]([C:24]([OH:26])=[O:25])=[CH:6][N:7]2[C:15]1[C:20]([F:21])=[CH:19][C:18]([F:22])=[C:17]([NH2:23])[N:16]=1. The solvent is N1=CC=CC=C1 (pyridine). Conditions: time 20 hour. Procedure details: 5-Amino-1-(6-amino-3,5-difluoropyridin-2-yl)-8-chloro-6,7-difluoro-4-oxo-1,4-dihydroquinoline-3-carboxylic acid (23 mg) and a 40% aqueous solution (60 mg) of methylamine were added to pyridine (240 mg), and the mixture was stirred at room temperature for 20 hours. The solvent was distilled off under reduced pressure, and ethanol (0.5 ml) was added to the residue. Deposits were collected by filtration and washed successively with ethanol and diisopropyl ether to obtain the title compound (6 mg) a... Reactants: FC1=C(C=CC(=C1)F)C(CC1=CC=CC=C1)=O (1-(2,4-difluorophenyl)-2-phenylethanone), FC1=C(C=CC(=C1)F)C(CC1=CC=CC=C1)=O (1-(2,4-difluorophenyl)-2-phenylethanone), C(C)OC=1C=C(C=O)C=C(C1O)[N+](=O)[O-] (3-ethoxy-4-hydroxy-5-nitrobenzaldehyde), NC(=O)N (urea), Cl (HCl). Run in CCO (EtOH). Yields the product FC1=C(C=CC(=C1)F)C1=C(C(NC(N1)=O)C1=CC(=C(C(=C1)[N+](=O)[O-])O)OCC)C1=CC=CC=C1 (6-(2,4-difluorophenyl)-4-(3-ethoxy-4-hydroxy-5-nitrophenyl)-5-phenyl-3,4-dihydropyrimidin-2(1H)-one). Yield: 7.1%. As a reaction SMILES: [F:1][C:2]1[CH:7]=[C:6]([F:8])[CH:5]=[CH:4][C:3]=1[C:9](=O)[CH2:10][C:11]1[CH:16]=[CH:15][CH:14]=[CH:13][CH:12]=1.[CH2:18]([O:20][C:21]1[CH:22]=[C:23]([CH:26]=[C:27]([N+:30]([O-:32])=[O:31])[C:28]=1[OH:29])[CH:24]=O)[CH3:19].[NH2:33][C:34]([NH2:36])=[O:35].Cl>CCO>[F:1][C:2]1[CH:7]=[C:6]([F:8])[CH:5]=[CH:4][C:3]=1[C:9]1[NH:36][C:34](=[O:35])[NH:33][CH:24]([C:23]2[CH:26]=[C:27]([N+:30]([O-:32])=[O:31])[C:28]([OH:29])=[C:21]([O:20][CH2:18][CH3:19])[CH:22]=2)[C:10]=1[C:11]1[CH:16]=[CH:15][CH:14]=[CH:13][CH:12]=1. Procedure: A mixture of 1-(2,4-difluorophenyl)-2-phenylethanone (Intermediate 21) (250 mg, 1.1 mmol), 3-ethoxy-4-hydroxy-5-nitrobenzaldehyde (189 mg, 0.90 mmol), urea (162 mg, 2.69 mmol), and concentrated HCl solution (0.075 mL, 0.90 mmol) in EtOH (10 mL) was refluxed overnight. The mixture was evaporated in vacuo, and the residue was purified by preparative HPLC to give Compound 49 (30.03 mg, yield 7%). 1H NMR (DMSO-d6 400 MHz): δ 10.32 (s, 1H), 8.91 (s, 1H), 7.57 (s, 1H), 7.49 (s, 1H), 7.43-7.37 (m, 1H),...